This data is from the Open Reaction Database (ORD), a public repository of structured organic reaction records. The task is: describe an organic reaction: reactants, conditions, products, and yield The reactants are BrC=1C=C(C(=O)NC2CCCCC2)C=CC1 (3-bromo-N-cyclohexylbenzamide), C(C=C)NC(C(F)(F)F)=O (N-allyl-2,2,2-trifluoroacetamide). The product is C1(CCCCC1)NC(C1=CC(=CC=C1)\C=C\CNC(C(F)(F)F)=O)=O ((E)-N-cyclohexyl-3-(3-(2,2,2-trifluoroacetamido)prop-1-enyl)benzamide). Reaction SMILES: Br[C:2]1[CH:3]=[C:4]([CH:14]=[CH:15][CH:16]=1)[C:5]([NH:7][CH:8]1[CH2:13][CH2:12][CH2:11][CH2:10][CH2:9]1)=[O:6].[CH2:17]([NH:20][C:21](=[O:26])[C:22]([F:25])([F:24])[F:23])[CH:18]=[CH2:19]>>[CH:8]1([NH:7][C:5](=[O:6])[C:4]2[CH:14]=[CH:15][CH:16]=[C:2](/[CH:19]=[CH:18]/[CH2:17][NH:20][C:21](=[O:26])[C:22]([F:25])([F:24])[F:23])[CH:3]=2)[CH2:13][CH2:12][CH2:11][CH2:10][CH2:9]1. Reported procedure: Heck coupling of 3-bromo-N-cyclohexylbenzamide and N-allyl-2,2,2-trifluoroacetamide following the method described in Example 118 gave (E)-N-cyclohexyl-3-(3-(2,2,2-trifluoroacetamido)prop-1-enyl)benzamide as a light yellow solid. Yield (0.50 g, 71%): 1H NMR (400 MHz, CD3OD) δ 8.18-8.26 (m, 1H), 7.83 (t, J=1.6 Hz, 1H), 7.65-7.68 (m, 1H), 7.54-7.56 (m, 1H), 7.39 (t, J=7.6 Hz, 1H), 6.62 (d, J=16.0 Hz, 1H), 6.32 (dt, J=16.0, 6.4 Hz, 1H), 4.06 (d, J=5.6 Hz, 2H), 3.80-3.90 (m, 1H), 1.93-1.95 (m, 2H), ...